This data is from the Open Reaction Database (ORD), a public repository of structured organic reaction records. The task is: describe an organic reaction: reactants, conditions, products, and yield The reactants are C1(=CC=C(C=C1)S(=O)N1[C@@H]([C@@H]1C1=CC=CC=C1)C(=O)OC)C ((2S,3S)-(+)-N-(p-toluenesulfinyl)-2-carbomethoxy-3-phenylaziridine), FC(C(=O)O)(F)F (trifluoroacetic acid). The solvent is C(C)#N (acetonitrile). Reaction conditions: temperature 45 celsius, time 6 hour. Product: N[C@H](C(=O)OC)[C@H](C1=CC=CC=C1)O (Methyl (2S,3S)-(+)-2-amino-3-hydroxy-3-phenylpropanoate). As a reaction SMILES: C1(C)C=CC(S([N:9]2[C@@H:11]([C:12]3[CH:17]=[CH:16][CH:15]=[CH:14][CH:13]=3)[C@H:10]2[C:18]([O:20][CH3:21])=[O:19])=O)=CC=1.FC(F)(F)C(O)=[O:26]>C(#N)C>[NH2:9][C@@H:10]([C@@H:11]([OH:26])[C:12]1[CH:17]=[CH:16][CH:15]=[CH:14][CH:13]=1)[C:18]([O:20][CH3:21])=[O:19]. Reported procedure: Into a 50-mL round-bottomed flask equipped with a magnetic stir bar were placed 0.315 g (1.0 mmol) (2S,3S)-(+)-N-(p-toluenesulfinyl)-2-carbomethoxy-3-phenylaziridine (prepared according to Example 1), 10 mL acetonitrile and 2 mL 50% aqueous trifluoroacetic acid. The reaction mixture was stirred for 6 h at 45° C., the solvent was removed and the residue treated with H2O (5 mL). After washing the aqueous solution with ether (2×10 mL), the aqueous phase was brought to pH 10 with concentrated NH4OH ... Starting materials: C(C)(C)OB(OC(C)C)OC(C)C (triisopropylborate), C(=O)=O.CC(=O)C (dry ice acetone), [Li]CCCC (BuLi), BrC=1C=CC(=NC1)F (5-bromo-2-fluoropyridine). Run in CC(C)(C)OC (TBME), CC(C)(C)OC (TBME). Conditions: temperature 6 celsius, time 50 minute. The product is FC1=CC=C(C=N1)B(O)O (6-fluoropyridin-3-ylboronic acid). The yield is 79.0%. RXN SMILES: C(=O)=O.CC(C)=O.[Li]CCCC.Br[C:14]1[CH:15]=[CH:16][C:17]([F:20])=[N:18][CH:19]=1.C([O:24][B:25](OC(C)C)[O:26]C(C)C)(C)C>CC(OC)(C)C>[F:20][C:17]1[N:18]=[CH:19][C:14]([B:25]([OH:26])[OH:24])=[CH:15][CH:16]=1 |f:0.1|. Procedure details: To stirred and cooled (dry ice-acetone bath) anhydrous [TBME] (620 mL; in a 3 L three-necked round-bottomed flask equipped with mechanical stirrer, temperature probe with adapter, and nitrogen inlet) was added (via syringe) 2 M BuLi (352 mL, 0.704 mol, 1.2 eq). To this rapidly stirred and cooled (<−75° C.) mixture was added a solution of 3 (102.2 g, 0.581 mol) in anhydrous TBME (100 mL) over a period of 13 min during which time the internal temperature rose to −62° C. The reaction was stirred fo... Reactants: C(C(=O)C)C1=C(N2C(C(C2SC1)NC(C(C=1N=C(SC1)NC(C1=CC=CC=C1)(C1=CC=CC=C1)C1=CC=CC=C1)=NOC)=O)=O)C(=O)OC(C1=CC=CC=C1)C1=CC=CC=C1 (3-acetonyl-2-benzhydryloxycarbonyl-7-[2-methoxyimino-2-(2-tritylaminothiazol-4-yl)-acetamido]-8-oxo-5-thia-1-azabicyclo[4.2.0]oct-2-ene), C([O-])(O)=O.[Na+] (sodium bicarbonate), ClC1=CC(=CC=C1)C(=O)OO (m-chloroperbenzoic acid), CCC=CCCCC (oct-3-ene). Solvent: C(Cl)Cl (methylene chloride), C(Cl)Cl (methylene chloride). Run at temperature 0 celsius, time 2 hour. The product is C(C(=O)C)C1=C(N2C(C(C2S(C1)=O)NC(C(C=1N=C(SC1)NC(C1=CC=CC=C1)(C1=CC=CC=C1)C1=CC=CC=C1)=NOC)=O)=O)C(=O)OC(C1=CC=CC=C1)C1=CC=CC=C1 (3-acetonyl-2-benzhydryloxycarbonyl-7-[2-methoxyimino-2-(2-tritylaminothiazol-4-yl)-acetamido]-8-oxo-5-thia-1-azabicyclo[4.2.0]oct-2-ene-5-oxide). Reaction SMILES: ClC1C=CC=C(C(OO)=[O:9])C=1.[CH2:12]([C:16]1[CH2:23][S:22][CH:21]2[N:18]([C:19](=[O:56])[CH:20]2[NH:24][C:25](=[O:55])[C:26](=[N:52][O:53][CH3:54])[C:27]2[N:28]=[C:29]([NH:32][C:33]([C:46]3[CH:51]=[CH:50][CH:49]=[CH:48][CH:47]=3)([C:40]3[CH:45]=[CH:44][CH:43]=[CH:42][CH:41]=3)[C:34]3[CH:39]=[CH:38][CH:37]=[CH:36][CH:35]=3)[S:30][CH:31]=2)[C:17]=1[C:57]([O:59][CH:60]([C:67]1[CH:72]=[CH:71][CH:70]=[CH:69][CH:68]=1)[C:61]1[CH:66]=[CH:65][CH:64]=[CH:63][CH:62]=1)=[O:58])[C:13]([CH3:15])=[O:14].CCC=CCCCC.C(=O)(O)[O-].[Na+]>C(Cl)Cl>[CH2:12]([C:16]1[CH2:23][S:22](=[O:9])[CH:21]2[N:18]([C:19](=[O:56])[CH:20]2[NH:24][C:25](=[O:55])[C:26](=[N:52][O:53][CH3:54])[C:27]2[N:28]=[C:29]([NH:32][C:33]([C:40]3[CH:45]=[CH:44][CH:43]=[CH:42][CH:41]=3)([C:34]3[CH:35]=[CH:36][CH:37]=[CH:38][CH:39]=3)[C:46]3[CH:47]=[CH:48][CH:49]=[CH:50][CH:51]=3)[S:30][CH:31]=2)[C:17]=1[C:57]([O:59][CH:60]([C:67]1[CH:72]=[CH:71][CH:70]=[CH:69][CH:68]=1)[C:61]1[CH:62]=[CH:63][CH:64]=[CH:65][CH:66]=1)=[O:58])[C:13]([CH3:15])=[O:14] |f:3.4|. Procedure details: A solution of 85% pure m-chloroperbenzoic acid (1.6 g) in methylene chloride (50 cc) is added, in the course of 20 minutes, to a solution, cooled to 0° C., of a mixture of the 3-acetonyl-2-benzhydryloxycarbonyl-7-[2-methoxyimino-2-(2-tritylaminothiazol-4-yl)-acetamido]-8-oxo-5-thia-1-azabicyclo[4.2.0]oct-2-ene and -oct-3-ene isomers (6.7 g) in methylene chloride (100 cc). The mixture is stirred for 11/2 hours at 0° C. and a saturated solution of sodium bicarbonate (50 cc) is then added. The orga... As a reaction SMILES: [CH2:1]([O:8][C:9]([NH:11][C:12]1[CH:13]=[C:14]2[C:18](=[CH:19][CH:20]=1)[NH:17][C:16]([C:21]([O:23]CC)=[O:22])=[CH:15]2)=[O:10])[C:2]1[CH:7]=[CH:6][CH:5]=[CH:4][CH:3]=1.[OH-].[K+].Cl>O1CCOCC1.O>[CH2:1]([O:8][C:9]([NH:11][C:12]1[CH:13]=[C:14]2[C:18](=[CH:19][CH:20]=1)[NH:17][C:16]([C:21]([OH:23])=[O:22])=[CH:15]2)=[O:10])[C:2]1[CH:7]=[CH:6][CH:5]=[CH:4][CH:3]=1 |f:1.2|. Product: C(C1=CC=CC=C1)OC(=O)NC=1C=C2C=C(NC2=CC1)C(=O)O (5-Benzyloxycarbonylaminoindole-2-carboxylic acid). The reactants are C(C1=CC=CC=C1)OC(=O)NC=1C=C2C=C(NC2=CC1)C(=O)OCC (Ethyl 5-Benzyloxycarbonylaminoindole-2-carboxylate), [OH-].[K+] (potassium hydroxide), Cl (hydrochloric acid). Procedure: Ethyl 5-Benzyloxycarbonylaminoindole-2-carboxylate, (PREPARATION 56, 0.76 g) is dissolved in 1,4-dioxane (5.6 ml) and water (0.56 ml). Crushed potassium hydroxide (0.23 g) is added and the reaction is heated to 50° for 5 hr. The reaction is neutralized by adding 4.05 ml of 1N aqueous hydrochloric acid. The reaction is extracted with THF/chloroform (10/90, 3×), saline, dried over anhydrous sodium sulfate and concentrated under reduced pressure to give the title acid, NMR (300 MHz, d4-CD3OD) 7.64,... Solvent: O1CCOCC1 (1,4-dioxane), O (water).